From a dataset of the Open Reaction Database (ORD), a public repository of structured organic reaction records. describe an organic reaction: reactants, conditions, products, and yield Starting materials: Cl (Hydrogen chloride), C(C)(C)(C)OC(=O)N1C(=N[C@H]([C@H]1C1=CC=C(C=C1)F)C1=CC=C(C=C1)F)NCC1=CC=CC=C1 (2-(Benzylamino)-cis-4,5-bis-(4-fluorophenyl)-4,5-dihydro-imidazole-1-carboxylic acid tert-butyl ester). The solvent is CCOC(=O)C (EtOAc). Run at time 8 hour. Product: Cl.FC1=CC=C(C=C1)[C@@H]1N=C(N[C@@H]1C1=CC=C(C=C1)F)NCC1=CC=CC=C1 ([cis-4,5-bis-(4-Fluorophenyl)-4,5-dihydro-1H-imidazol-2-yl]-benzylamine hydrochloride). RXN SMILES: [ClH:1].C(OC([N:9]1[C@H:13]([C:14]2[CH:19]=[CH:18][C:17]([F:20])=[CH:16][CH:15]=2)[C@H:12]([C:21]2[CH:26]=[CH:25][C:24]([F:27])=[CH:23][CH:22]=2)[N:11]=[C:10]1[NH:28][CH2:29][C:30]1[CH:35]=[CH:34][CH:33]=[CH:32][CH:31]=1)=O)(C)(C)C>CCOC(C)=O>[ClH:1].[F:20][C:17]1[CH:16]=[CH:15][C:14]([C@H:13]2[C@@H:12]([C:21]3[CH:26]=[CH:25][C:24]([F:27])=[CH:23][CH:22]=3)[NH:11][C:10]([NH:28][CH2:29][C:30]3[CH:31]=[CH:32][CH:33]=[CH:34][CH:35]=3)=[N:9]2)=[CH:19][CH:18]=1 |f:3.4|. Reported procedure: Hydrogen chloride is bubbled into a solution of 160 (350 mg, 0.76 mmol) in EtOAc (20 mL) for 0.5 min, and the solution is stirred at RT overnight. The solvent is removed by rotary evaporation, and the residue is triturated with Et2O to give 230 mg of the product 161. 1H NMR (DMSO-d6) δ 9.50-8.40 (m, 3 H), 7.55-7.250 (m, 5 H), 7.05-6.85 (m, 8 H), 5.48 (s, 2 H), 4.55 (d, 2 H); MS: m/z 364 (M++1). Starting materials: C(C=CCCCC=C)O (2,7-octadiene-1-ol), C=CC=C (butadiene), [P] (phosphorus). Reagents/catalysts: [Rh] (rhodium). The product is C=C(CCCC=CCO)CC=CC (7-methylene-2,9-undecadiene-1-ol). As a reaction SMILES: [CH2:1]([OH:9])[CH:2]=[CH:3][CH2:4][CH2:5][CH2:6][CH:7]=[CH2:8].[CH2:10]=[CH:11][CH:12]=[CH2:13].[P]>[Rh]>[CH2:8]=[C:7]([CH2:10][CH:11]=[CH:12][CH3:13])[CH2:6][CH2:5][CH2:4][CH:3]=[CH:2][CH2:1][OH:9]. Procedure: 7-methylene-2,9-undecadiene-1-ol was prepared from 2,7-octadiene-1-ol and butadiene by employing a catalyst which had an atomic ratio of trivalent phosphorus to rhodium of 3. Reactants: ClCC=1C=C(C=CC1CC)[N+](=O)[O-] (3-chloromethyl-4-ethylnitrobenzene), CS(=O)C (dimethyl sulfoxide), [C-]#N.[Na+] (sodium cyanide), C(C)(=O)OCC (ethyl acetate). Solvent: O (water), CCCCCC (n-hexane). Run at time 3 hour. Yields the product C(#N)CC=1C=C(C=CC1CC)[N+](=O)[O-] (3-cyanomethyl-4-ethylnitrobenzene). As a reaction SMILES: Cl[CH2:2][C:3]1[CH:4]=[C:5]([N+:11]([O-:13])=[O:12])[CH:6]=[CH:7][C:8]=1[CH2:9][CH3:10].CS(C)=O.[C-:18]#[N:19].[Na+].C(OCC)(=O)C>O.CCCCCC>[C:18]([CH2:2][C:3]1[CH:4]=[C:5]([N+:11]([O-:13])=[O:12])[CH:6]=[CH:7][C:8]=1[CH2:9][CH3:10])#[N:19] |f:2.3|. Procedure: To a mixture of 3-chloromethyl-4-ethylnitrobenzene (4.0 g) and dimethyl sulfoxide (50 ml), sodium cyanide (982 mg) was added. The reaction mixture was stirred at room temperature for 3 h and then ethyl acetate, n-hexane and water were added. The organic layer was washed with a saturated aqueous sodium chloride solution, dried with anhydrous sodium sulfate and concentrated under reduced pressure to give the titled compound quantitatively. Reactants: COC(=O)C=1SC(=CC1C)C(NCC1=C2CC(NC2=CC=C1)=O)=O (3-methyl-5-[(2-oxo-2,3-dihydro-1H-indol-4-ylmethyl)-carbamoyl]-thiophene-2-carboxylic acid methyl ester), O[Li].O (LiOH.H2O). Run in C1CCOC1.O (THF water). The product is CC1=C(SC(=C1)C(NCC1=C2CC(NC2=CC=C1)=O)=O)C(=O)O (3-methyl-5-[(2-oxo-2,3-dihydro-1H-indol-4-ylmethyl)-carbamoyl]-thiophene-2-carboxylic acid). The yield is 92.8%. Reaction SMILES: C[O:2][C:3]([C:5]1[S:6][C:7]([C:11](=[O:24])[NH:12][CH2:13][C:14]2[CH:22]=[CH:21][CH:20]=[C:19]3[C:15]=2[CH2:16][C:17](=[O:23])[NH:18]3)=[CH:8][C:9]=1[CH3:10])=[O:4].O[Li].O>C1COCC1.O>[CH3:10][C:9]1[CH:8]=[C:7]([C:11](=[O:24])[NH:12][CH2:13][C:14]2[CH:22]=[CH:21][CH:20]=[C:19]3[C:15]=2[CH2:16][C:17](=[O:23])[NH:18]3)[S:6][C:5]=1[C:3]([OH:4])=[O:2] |f:1.2,3.4|. Procedure details: A solution of 3-methyl-5-[(2-oxo-2,3-dihydro-1H-indol-4-ylmethyl)-carbamoyl]-thiophene-2-carboxylic acid methyl ester (158 mg, 0.46 mmol) in THF/water (6 ml/3 ml) was treated with LiOH.H2O (206 mg, 4.6 mmol) at rt for 1 h. The reaction mixture was quenched with 1N HCl and extracted with EtOAc. The layers were separated. The organic layer was successively washed with water and brine, then dried over Na2SO4 and concentrated under reduced pressure to afford the desired product (141 mg, 95% yield). Starting materials: CCOC(=O)c1[nH]c2ccc([N+](=O)[O-])cc2c1CCCNC(=O)OC(C)(C)C, CO, [H][H]. Product: CCOC(=O)c1[nH]c2ccc(N)cc2c1CCCNC(=O)OC(C)(C)C. RXN SMILES: [CH2:1]([CH3:2])[O:3][C:4](=[O:5])[c:6]1[nH:7][c:8]2[cH:9][cH:10][c:11]([N+:26]([O-:27])=[O:28])[cH:12][c:13]2[c:14]1[CH2:15][CH2:16][CH2:17][NH:18][C:19](=[O:20])[O:21][C:22]([CH3:23])([CH3:24])[CH3:25].[CH3:31][OH:32].[H:29][H:30]>>[CH2:1]([CH3:2])[O:3][C:4](=[O:5])[c:6]1[nH:7][c:8]2[cH:9][cH:10][c:11]([NH2:26])[cH:12][c:13]2[c:14]1[CH2:15][CH2:16][CH2:17][NH:18][C:19](=[O:20])[O:21][C:22]([CH3:23])([CH3:24])[CH3:25]. The reactants are CC#N, CCC(=C(c1ccc(OCCNCCCCCCSCCCC(F)(F)C(F)(F)F)cc1)c1ccc(O[Si](C(C)C)(C(C)C)C(C)C)cc1)c1ccccc1, F, c1ccncc1. Product: CCC(=C(c1ccc(O)cc1)c1ccc(OCCNCCCCCCSCCCC(F)(F)C(F)(F)F)cc1)c1ccccc1. Reaction SMILES: [CH3:62][C:63]#[N:64].[F:1][C:2]([CH2:3][CH2:4][CH2:5][S:6][CH2:7][CH2:8][CH2:9][CH2:10][CH2:11][CH2:12][NH:13][CH2:14][CH2:15][O:16][c:17]1[cH:18][cH:19][c:20]([C:23](=[C:24]([CH2:25][CH3:26])[c:27]2[cH:28][cH:29][cH:30][cH:31][cH:32]2)[c:33]2[cH:34][cH:35][c:36]([O:39][Si:40]([CH:41]([CH3:42])[CH3:43])([CH:44]([CH3:45])[CH3:46])[CH:47]([CH3:48])[CH3:49])[cH:37][cH:38]2)[cH:21][cH:22]1)([C:50]([F:51])([F:52])[F:53])[F:54].[FH:55].[cH:56]1[cH:57][cH:58][n:59][cH:60][cH:61]1>>[F:1][C:2]([CH2:3][CH2:4][CH2:5][S:6][CH2:7][CH2:8][CH2:9][CH2:10][CH2:11][CH2:12][NH:13][CH2:14][CH2:15][O:16][c:17]1[cH:18][cH:19][c:20]([C:23](=[C:24]([CH2:25][CH3:26])[c:27]2[cH:28][cH:29][cH:30][cH:31][cH:32]2)[c:33]2[cH:34][cH:35][c:36]([OH:39])[cH:37][cH:38]2)[cH:21][cH:22]1)([C:50]([F:51])([F:52])[F:53])[F:54]. As a reaction SMILES: [NH2:1][c:2]1[n:3][c:4]([NH:20][CH:21]2[CH2:22][CH2:23][N:24]([S:27](=[O:28])(=[O:29])[CH2:30][CH2:31][CH2:32][Cl:33])[CH2:25][CH2:26]2)[n:5][cH:6][c:7]1[C:8](=[O:9])[c:10]1[c:11]([F:19])[c:12]([F:18])[cH:13][cH:14][c:15]1[O:16][CH3:17].[NH2:34][CH:35]([CH2:36][OH:37])[CH:38]([CH3:39])[CH3:40]>>[NH2:1][c:2]1[n:3][c:4]([NH:20][CH:21]2[CH2:22][CH2:23][N:24]([S:27](=[O:28])(=[O:29])[CH2:30][CH2:31][CH2:32][NH:34][CH:35]([CH2:36][OH:37])[CH:38]([CH3:39])[CH3:40])[CH2:25][CH2:26]2)[n:5][cH:6][c:7]1[C:8](=[O:9])[c:10]1[c:11]([F:19])[c:12]([F:18])[cH:13][cH:14][c:15]1[O:16][CH3:17]. The product is COc1ccc(F)c(F)c1C(=O)c1cnc(NC2CCN(S(=O)(=O)CCCNC(CO)C(C)C)CC2)nc1N. Starting materials: COc1ccc(F)c(F)c1C(=O)c1cnc(NC2CCN(S(=O)(=O)CCCCl)CC2)nc1N, CC(C)C(N)CO. Starting materials: CCOC(C)=O, COC(=O)CC1CC(COCc2ccccc2)C1. Product: COC(=O)CC1CC(CO)C1. As a reaction SMILES: [CH2:19]([O:20][C:21](=[O:22])[CH3:23])[CH3:24].[CH3:1][O:2][C:3]([CH2:4][CH:5]1[CH2:6][CH:7]([CH2:9][O:10][CH2:11][c:12]2[cH:13][cH:14][cH:15][cH:16][cH:17]2)[CH2:8]1)=[O:18]>>[CH3:1][O:2][C:3]([CH2:4][CH:5]1[CH2:6][CH:7]([CH2:9][OH:10])[CH2:8]1)=[O:18].